Dataset: the Open Reaction Database (ORD), a public repository of structured organic reaction records. Task: describe an organic reaction: reactants, conditions, products, and yield The reactants are BrC1=CC=C(C=C1)NC(C1=CC(=C(C=C1)SC1=CC=C(C=C1)O)[N+](=O)[O-])=O (N-(4-Bromo-phenyl)-4-(4-hydroxy-phenylsulfanyl)-3-nitro-benzamide), C([O-])([O-])=O.[Na+].[Na+] (sodium carbonate). Reagents/catalysts: [Fe] (iron). Solvent: O (water), C(C)(=O)O (acetic acid), C(C)O (ethanol). Product: NC=1C=C(C(=O)NC2=CC=C(C=C2)Br)C=CC1SC1=CC=C(C=C1)O (3-Amino-N-(4-bromo-phenyl)-4-(4-hydroxy-phenylsulfanyl)-benzamide). Isolated yield 75.9%. RXN SMILES: [Br:1][C:2]1[CH:7]=[CH:6][C:5]([NH:8][C:9](=[O:27])[C:10]2[CH:15]=[CH:14][C:13]([S:16][C:17]3[CH:22]=[CH:21][C:20]([OH:23])=[CH:19][CH:18]=3)=[C:12]([N+:24]([O-])=O)[CH:11]=2)=[CH:4][CH:3]=1.C(=O)([O-])[O-].[Na+].[Na+]>C(O)(=O)C.C(O)C.O.[Fe]>[NH2:24][C:12]1[CH:11]=[C:10]([CH:15]=[CH:14][C:13]=1[S:16][C:17]1[CH:22]=[CH:21][C:20]([OH:23])=[CH:19][CH:18]=1)[C:9]([NH:8][C:5]1[CH:6]=[CH:7][C:2]([Br:1])=[CH:3][CH:4]=1)=[O:27] |f:1.2.3|. Reported procedure: A suspension of the product of Example 22A (409.9 mg, 0.9205 mmol) and iron powder (206 mg, 3.682 mmol) in acetic acid (7 mL) and ethanol (7 mL) was heated at reflux under a nitrogen atmosphere for 1 hour. The reaction was cooled to room temperature. The mixture was diluted with water (30 mL), the pH adjusted to 6 with solid sodium carbonate, and the aqueous extracted with ethyl acetate (2×50 mL). The combined organic extracts were washed with brine (25 mL), dried over sodium sulfate, filtered, ... Starting materials: C(#N)[BH3-].[Na+] (Sodium cyanoborohydride), C(C)(=O)O (acetic acid), C(C)(=O)[O-].[Na+] (sodium acetate), NC=1SC=C(N1)/C(/C(=O)NC1[C@@H]2N(C(=C(CS2)CN)C(=O)O)C1=O)=N/OC(C)(C)C(=O)O (7-[2-(2-aminothiazol-4-yl)-2-((Z)-1-carboxy-1-methylethoxyimino)acetamido]-3-aminomethylceph-3-em-4-carboxylic acid). Product: NC=1SC=C(N1)/C(/C(=O)NC1[C@@H]2N(C(=C(CS2)CN2CC3=CC(=C(CC3CC2=O)O)O)C(=O)O)C1=O)=N/OC(C)(C)C(=O)O (7-[2-(2-Aminothiazol-4-yl)-2-((Z)-1-carboxy-1-methylethoxyimino)acetamido]-3-(6,7-dihydroxy-3-oxo-tetrahydroisoquinolin-2-ylmethyl)ceph-3-em-4-carboxylic acid). Run in C(C)#N (acetonitrile), CN(C)C=O (DMF), CO.O (methanol water). RXN SMILES: [NH2:1][C:2]1[S:3][CH:4]=[C:5](/[C:7](=[N:25]/[O:26][C:27]([C:30]([OH:32])=[O:31])([CH3:29])[CH3:28])/[C:8]([NH:10][CH:11]2[C:23](=[O:24])[N:13]3[C:14]([C:20]([OH:22])=[O:21])=[C:15]([CH2:18][NH2:19])[CH2:16][S:17][C@H:12]23)=[O:9])[N:6]=1.C([BH3-])#N.[Na+].[C:37]([OH:40])(=O)[CH3:38].[C:41]([O-:44])(=O)[CH3:42].[Na+]>CN(C=O)C.CO.O.C(#N)C>[NH2:1][C:2]1[S:3][CH:4]=[C:5](/[C:7](=[N:25]/[O:26][C:27]([C:30]([OH:32])=[O:31])([CH3:29])[CH3:28])/[C:8]([NH:10][CH:11]2[C:23](=[O:24])[N:13]3[C:14]([C:20]([OH:22])=[O:21])=[C:15]([CH2:18][N:19]4[C:37](=[O:40])[CH2:38][CH:18]5[C:15](=[CH:14][C:20]([OH:21])=[C:41]([OH:44])[CH2:42]5)[CH2:16]4)[CH2:16][S:17][C@H:12]23)=[O:9])[N:6]=1 |f:1.2,4.5,7.8|. Procedure details: The product from c) (210 mg) in DMF (1 ml) was added, at 0° C., to a suspension of 7-[2-(2-aminothiazol-4-yl)-2-((Z)-1-carboxy-1-methylethoxyimino)acetamido]-3-aminomethylceph-3-em-4-carboxylic acid (484 mg) in methanol/water (9:1 ratio; 7 ml) under an argon atmosphere. Sodium cyanoborohydride (63 mg) was added, reaction mixture was stirred for 3 hours at ambient temperature and solvent evaporated under reduced pressure to give a residue. This was dissolved in 10% aqueous acetonitrile (30 ml) co... Reaction conditions: time 3 hour. Reactants: O=C(C(=O)OC(C)(C)C)CCC (tert-butyl 2-oxo-pentanoate), C[Si]([N-][Si](C)(C)C)(C)C.[Li+] (Lithium hexamethyldisilazide), C(C)(C)[C@@H]1N(C(OC1(C1=CC=CC=C1)C1=CC=CC=C1)=S)C(C/C=C/CCCCCNC(OCC[Si](C)(C)C)=O)=O (2-Trimethylsilanyl-ethyl [(E)-9-((S)-4-isopropyl-5,5-diphenyl-2-thioxo-oxazolidin-3-yl)-9-oxo-non-6-enyl]-carbamate), [Cl-].[Li+] (lithium chloride), C(C)(=O)O (acetic acid). The solvent is O1CCCC1 (tetrahydrofuran), O1CCCC1 (tetrahydrofuran), O1CCCC1 (tetrahydrofuran). Conditions: temperature -78 celsius, time 1 hour. Product: O[C@](C(=O)OC(C)(C)C)([C@H](\C=C\CCCCCNC(=O)OCC[Si](C)(C)C)C(=O)N1C(OC([C@@H]1C(C)C)(C1=CC=CC=C1)C1=CC=CC=C1)=S)CCC (tert-butyl (E)-(2S,3S)-2-hydroxy-3-((S)-4-isopropyl-5,5-diphenyl-2-thioxo-oxazolidine-3-carbonyl)-2-propyl-10-(2-trimethylsilanyl-ethoxycarbonylamino)-dec-4-enoate). The yield is 52.4%. Reaction SMILES: [CH:1]([C@H:4]1[C:8]([C:15]2[CH:20]=[CH:19][CH:18]=[CH:17][CH:16]=2)([C:9]2[CH:14]=[CH:13][CH:12]=[CH:11][CH:10]=2)[O:7][C:6](=[S:21])[N:5]1[C:22](=[O:41])[CH2:23]/[CH:24]=[CH:25]/[CH2:26][CH2:27][CH2:28][CH2:29][CH2:30][NH:31][C:32](=[O:40])[O:33][CH2:34][CH2:35][Si:36]([CH3:39])([CH3:38])[CH3:37])([CH3:3])[CH3:2].[Cl-].[Li+].C[Si](C)(C)[N-][Si](C)(C)C.[Li+].[O:54]=[C:55]([CH2:63][CH2:64][CH3:65])[C:56]([O:58][C:59]([CH3:62])([CH3:61])[CH3:60])=[O:57].C(O)(=O)C>O1CCCC1>[OH:54][C@@:55]([CH2:63][CH2:64][CH3:65])([C@@H:23]([C:22]([N:5]1[C@@H:4]([CH:1]([CH3:3])[CH3:2])[C:8]([C:15]2[CH:20]=[CH:19][CH:18]=[CH:17][CH:16]=2)([C:9]2[CH:10]=[CH:11][CH:12]=[CH:13][CH:14]=2)[O:7][C:6]1=[S:21])=[O:41])/[CH:24]=[CH:25]/[CH2:26][CH2:27][CH2:28][CH2:29][CH2:30][NH:31][C:32]([O:33][CH2:34][CH2:35][Si:36]([CH3:37])([CH3:39])[CH3:38])=[O:40])[C:56]([O:58][C:59]([CH3:61])([CH3:60])[CH3:62])=[O:57] |f:1.2,3.4|. Procedure details: 2-Trimethylsilanyl-ethyl [(E)-9-((S)-4-isopropyl-5,5-diphenyl-2-thioxo-oxazolidin-3-yl)-9-oxo-non-6-enyl]-carbamate (400 mg, 0.672 mmol) and dried lithium chloride (114 mg, 2.69 mmol) were dissolved in tetrahydrofuran (3.2 mL), and the mixture was then cooled to −78° C. in a dry ice-acetone bath. Lithium hexamethyldisilazide (a solution of 1 M tetrahydrofuran, 1.51 mL, 1.51 mmol) was added in order, and the mixture was then stirred for 1 hour. A solution of tert-butyl 2-oxo-pentanoate (130 mg, 0... Reactants: O=C(c1ccccc1)n1c(=O)c(I)cn(CCCCl)c1=O, O=C([O-])[O-], c1ccc(-c2ccccc2P(C2CCCCC2)C2CCCCC2)cc1, [Na+], [Na+], c1ccc(P(c2ccccc2)(c2ccccc2)[Pd](P(c2ccccc2)(c2ccccc2)c2ccccc2)(P(c2ccccc2)(c2ccccc2)c2ccccc2)P(c2ccccc2)(c2ccccc2)c2ccccc2)cc1, OB(O)c1cccnc1. The product is O=C(c1ccccc1)n1c(=O)c(-c2cccnc2)cn(CCCCl)c1=O. As a reaction SMILES: [C:1]([c:2]1[cH:3][cH:4][cH:5][cH:6][cH:7]1)(=[O:8])[n:9]1[c:10](=[O:21])[n:11]([CH2:17][CH2:18][CH2:19][Cl:20])[cH:12][c:13]([I:16])[c:14]1=[O:15].[C:31](=[O:32])([O-:33])[O-:34].[CH:37]1([P:38]([CH:39]2[CH2:40][CH2:41][CH2:42][CH2:43][CH2:44]2)[c:45]2[cH:46][cH:47][cH:48][cH:49][c:50]2-[c:51]2[cH:52][cH:53][cH:54][cH:55][cH:56]2)[CH2:57][CH2:58][CH2:59][CH2:60][CH2:61]1.[Na+:35].[Na+:36].[cH:62]1[cH:63][cH:64][c:65]([P:66]([Pd:67]([P:68]([c:69]2[cH:70][cH:71][cH:72][cH:73][cH:74]2)([c:75]2[cH:76][cH:77][cH:78][cH:79][cH:80]2)[c:81]2[cH:82][cH:83][cH:84][cH:85][cH:86]2)([P:87]([c:88]2[cH:89][cH:90][cH:91][cH:92][cH:93]2)([c:94]2[cH:95][cH:96][cH:97][cH:98][cH:99]2)[c:100]2[cH:101][cH:102][cH:103][cH:104][cH:105]2)[P:106]([c:107]2[cH:108][cH:109][cH:110][cH:111][cH:112]2)([c:113]2[cH:114][cH:115][cH:116][cH:117][cH:118]2)[c:119]2[cH:120][cH:121][cH:122][cH:123][cH:124]2)([c:125]2[cH:126][cH:127][cH:128][cH:129][cH:130]2)[c:131]2[cH:132][cH:133][cH:134][cH:135][cH:136]2)[cH:137][cH:138]1.[n:22]1[cH:23][c:24]([B:28]([OH:29])[OH:30])[cH:25][cH:26][cH:27]1>>[C:1]([c:2]1[cH:3][cH:4][cH:5][cH:6][cH:7]1)(=[O:8])[n:9]1[c:10](=[O:21])[n:11]([CH2:17][CH2:18][CH2:19][Cl:20])[cH:12][c:13](-[c:24]2[cH:23][n:22][cH:27][cH:26][cH:25]2)[c:14]1=[O:15]. Starting materials: BrCc1cccc2ccccc12, COC(=O)c1cc(N2CCOCC2)cc2nc(C(F)F)[nH]c12, [K+], [K+], O=C([O-])[O-], CN(C)C=O. The product is COC(=O)c1cc(N2CCOCC2)cc2c1nc(C(F)F)n2Cc1cccc2ccccc12. Reaction SMILES: [Br:29][CH2:30][c:31]1[cH:32][cH:33][cH:34][c:35]2[cH:36][cH:37][cH:38][cH:39][c:40]12.[F:1][CH:2]([c:3]1[n:4][c:5]2[c:6]([nH:7]1)[c:8]([C:18](=[O:19])[O:20][CH3:21])[cH:9][c:10]([N:12]1[CH2:13][CH2:14][O:15][CH2:16][CH2:17]1)[cH:11]2)[F:22].[K+:23].[K+:24].[O-:25][C:26]([O-:27])=[O:28].[O:41]=[CH:42][N:43]([CH3:44])[CH3:45]>>[F:1][CH:2]([c:3]1[n:4]([CH2:30][c:31]2[cH:32][cH:33][cH:34][c:35]3[cH:36][cH:37][cH:38][cH:39][c:40]23)[c:5]2[c:6]([n:7]1)[c:8]([C:18](=[O:19])[O:20][CH3:21])[cH:9][c:10]([N:12]1[CH2:13][CH2:14][O:15][CH2:16][CH2:17]1)[cH:11]2)[F:22].